This data is from the Open Reaction Database (ORD), a public repository of structured organic reaction records. The task is: describe an organic reaction: reactants, conditions, products, and yield Reagents/catalysts: [Pt](=O)=O (platinum(IV) oxide). The reactants are FC=1C=C(CC=2C=C(C(=O)OC)C=CN2)C=C(C1)C(F)(F)F (methyl 2-(3-fluoro-5-(trifluoromethyl)benzyl)isonicotinate). Run at time 45 minute. Procedure details: To a solution of methyl 2-(3-fluoro-5-(trifluoromethyl)benzyl)isonicotinate (4.5 g, 14.37 mmol) in acetic acid (50 mL) was added platinum(IV) oxide (0.36 g, 1.59 mmol) and the resulting mixture hydrogenated at 5 bar in a Büchi hydrogenator for 3 h 45 min. The reaction mixture was filtered through a diatomeous earth filter carton and the catalyst washed with methanol. The solvents were evaporated, the residue dissolved in DCM and washed with 10% Na2CO3. After phase separation the aqueous layer wa... RXN SMILES: [F:1][C:2]1[CH:3]=[C:4]([CH:16]=[C:17]([C:19]([F:22])([F:21])[F:20])[CH:18]=1)[CH2:5][C:6]1[CH:7]=[C:8]([CH:13]=[CH:14][N:15]=1)[C:9]([O:11][CH3:12])=[O:10]>C(O)(=O)C.[Pt](=O)=O>[F:1][C:2]1[CH:3]=[C:4]([CH:16]=[C:17]([C:19]([F:22])([F:20])[F:21])[CH:18]=1)[CH2:5][CH:6]1[CH2:7][CH:8]([C:9]([O:11][CH3:12])=[O:10])[CH2:13][CH2:14][NH:15]1. Yields the product FC=1C=C(CC2NCCC(C2)C(=O)OC)C=C(C1)C(F)(F)F (Methyl 2-(3-fluoro-5-(trifluoro-methyl)benzyl)piperidine-4-carboxylate). The solvent is C(C)(=O)O (acetic acid). Isolated yield 89.6%. Starting materials: CS(=O)C (dimethyl sulfoxide), CN1CC(C(CC1)C1=CC(=C(C=C1)Cl)Cl)CO (1-methyl-3-hydroxymethyl-4-(3,4-dichlorophenyl)piperidine), O (Water), C(C(=O)Cl)(=O)Cl (oxalyl chloride). Run in C(Cl)Cl (methylene chloride), C(Cl)Cl (methylene chloride), C(Cl)Cl (methylene chloride). Run at temperature -40 celsius, time 30 minute. Product: CN1CC(C(CC1)C1=CC(=C(C=C1)Cl)Cl)C=O (1-Methyl-3-formyl-4-(3,4-dichlorophenyl)piperidine). The yield is 111.3%. Reaction SMILES: C(Cl)(=O)C(Cl)=O.CS(C)=O.[CH3:11][N:12]1[CH2:17][CH2:16][CH:15]([C:18]2[CH:23]=[CH:22][C:21]([Cl:24])=[C:20]([Cl:25])[CH:19]=2)[CH:14]([CH2:26][OH:27])[CH2:13]1.O>C(Cl)Cl>[CH3:11][N:12]1[CH2:17][CH2:16][CH:15]([C:18]2[CH:23]=[CH:22][C:21]([Cl:24])=[C:20]([Cl:25])[CH:19]=2)[CH:14]([CH:26]=[O:27])[CH2:13]1. Procedure details: To a solution of oxalyl chloride (3.3 mL, 37.9 mmol) in methylene chloride (100 mL) cooled below −40° C. was added dimethyl sulfoxide (5.6 mL, 79 mmol) in methylene chloride (5 mL). The reaction was stirred for another 30 min at −40° C. and 1-methyl-3-hydroxymethyl-4-(3,4-dichlorophenyl)piperidine (9.0 g, 33 mmol) in methylene chloride (100 mL) was added over 15 min while keeping the temperature below −40° C. The reaction was stirred for another 30 min at this temperature and then allowed to hea... The reactants are CCN=C=S, CC#N, c1nc2c([nH]1)CCNC2. The product is CCNC(=S)N1CCc2[nH]cnc2C1. RXN SMILES: [CH2:10]([CH3:11])[N:12]=[C:13]=[S:14].[CH3:15][C:16]#[N:17].[nH:1]1[cH:2][n:3][c:4]2[c:9]1[CH2:8][CH2:7][NH:6][CH2:5]2>>[nH:1]1[cH:2][n:3][c:4]2[c:9]1[CH2:8][CH2:7][N:6]([C:13]([NH:12][CH2:10][CH3:11])=[S:14])[CH2:5]2. Yields the product Cc1ccc(-c2cccc3c2C(=O)C(C)C3)cc1. Reaction SMILES: [C:29]([O-:30])(=[O:31])[CH3:32].[C:34]([O-:35])(=[O:36])[CH3:37].[CH3:13][c:14]1[cH:15][cH:16][c:17]([B:20]([OH:21])[OH:22])[cH:18][cH:19]1.[Cl:1][c:2]1[cH:3][cH:4][cH:5][c:6]2[c:10]1[C:9](=[O:11])[CH:8]([CH3:12])[CH2:7]2.[Na+:23].[Na+:24].[O-:25][C:26](=[O:27])[O-:28].[OH2:38].[Pd+2:33]>>[c:2]1(-[c:17]2[cH:16][cH:15][c:14]([CH3:13])[cH:19][cH:18]2)[cH:3][cH:4][cH:5][c:6]2[c:10]1[C:9](=[O:11])[CH:8]([CH3:12])[CH2:7]2. The reactants are CC(=O)[O-], CC(=O)[O-], Cc1ccc(B(O)O)cc1, CC1Cc2cccc(Cl)c2C1=O, [Na+], [Na+], O=C([O-])[O-], O, [Pd+2]. Reactants: COC(C(CC1CCN(CC1)C(=O)OC(C)(C)C)(C)C)=O (tert-Butyl 4-(3-methoxy-2,2-dimethyl-3-oxopropyl)piperidine-1-carboxylate), Cl (HCl). The solvent is O1CCOCC1 (dioxane). Run at time 1 hour. Yields the product Cl.CC(C(=O)OC)(CC1CCNCC1)C (methyl 2,2-dimethyl-3-piperidin-4-ylpropanoate hydrochloride). As a reaction SMILES: [CH3:1][O:2][C:3](=[O:21])[C:4]([CH3:20])([CH3:19])[CH2:5][CH:6]1[CH2:11][CH2:10][N:9](C(OC(C)(C)C)=O)[CH2:8][CH2:7]1.[ClH:22]>O1CCOCC1>[ClH:22].[CH3:19][C:4]([CH3:20])([CH2:5][CH:6]1[CH2:11][CH2:10][NH:9][CH2:8][CH2:7]1)[C:3]([O:2][CH3:1])=[O:21] |f:3.4|. Procedure: tert-Butyl 4-(3-methoxy-2,2-dimethyl-3-oxopropyl)piperidine-1-carboxylate (1.40 g, 4.67 mmol) was dissolved in anhydrous 4N HCl in dioxane (10 mL) and the resulting solution was stirred at rt for 1 h. The reaction mixture was concentrated to afford methyl 2,2-dimethyl-3-piperidin-4-ylpropanoate hydrochloride. The reactants are COC[C@@H](COCC1=CC=C(C=C1)[C@H]1C[C@@H](N(C[C@@H]1OCC=1C=CC2=C(N(CCO2)CCCOC)C1)S(=O)(=O)C1=CC=C(C=C1)C)CCC(=O)O)C (3-[(2S,4R,5R)-4-[4-((S)-3-methoxy-2-methyl-propoxymethyl)-phenyl]-5-[4-(3-methoxy-propyl)-3,4-dihydro-2H-benzo[1,4]oxazin-6-ylmethoxy]-1-(toluene-4-sulfonyl)-piperidin-2-yl]-propionic acid), [Si](C)(C)(C)C=[N+]=[N-] (TMS-diazomethane), methyl ester, S(=O)(=O)([O-])[O-].[Mg+2] (magnesium sulfate). Procedure: To a solution of 1.0 mmol of 3-[(2S,4R,5R)-4-[4-((S)-3-methoxy-2-methyl-propoxymethyl)-phenyl]-5-[4-(3-methoxy-propyl)-3,4-dihydro-2H-benzo[1,4]oxazin-6-ylmethoxy]-1-(toluene-4-sulfonyl)-piperidin-2-yl]-propionic acid in 5 ml of MeOH at 0° C. are added 5.0 mmol of TMS-diazomethane (2M in hexane) until the conversion to the methyl ester is complete. The reaction mixture is treated with magnesium sulfate to destroy the excess of TMS-diazomethane. The solids are removed by filtration and the organi... Product: COC(CC[C@@H]1N(C[C@@H]([C@H](C1)C1=CC=C(C=C1)COC[C@H](COC)C)OCC=1C=CC2=C(N(CCO2)CCCOC)C1)S(=O)(=O)C1=CC=C(C=C1)C)=O (3-[(2S,4R,5R)-4-[4-((S)-3-Methoxy-2-methyl-propoxymethyl)-phenyl]-5-[4-(3-methoxy-propyl)-3,4-dihydro-2H-benzo[1,4]oxazin-6-ylmethoxy]-1-(toluene-4-sulfonyl)-piperidin-2-yl]-propionic acid methyl ester). Reaction SMILES: [CH3:1][O:2][CH2:3][C@H:4]([CH3:52])[CH2:5][O:6][CH2:7][C:8]1[CH:13]=[CH:12][C:11]([C@@H:14]2[C@@H:19]([O:20][CH2:21][C:22]3[CH:23]=[CH:24][C:25]4[O:30][CH2:29][CH2:28][N:27]([CH2:31][CH2:32][CH2:33][O:34][CH3:35])[C:26]=4[CH:36]=3)[CH2:18][N:17]([S:37]([C:40]3[CH:45]=[CH:44][C:43]([CH3:46])=[CH:42][CH:41]=3)(=[O:39])=[O:38])[C@@H:16]([CH2:47][CH2:48][C:49]([OH:51])=[O:50])[CH2:15]2)=[CH:10][CH:9]=1.[Si](C=[N+]=[N-])(C)(C)[CH3:54].S([O-])([O-])(=O)=O.[Mg+2]>CO>[CH3:54][O:50][C:49](=[O:51])[CH2:48][CH2:47][C@H:16]1[CH2:15][C@H:14]([C:11]2[CH:12]=[CH:13][C:8]([CH2:7][O:6][CH2:5][C@@H:4]([CH3:52])[CH2:3][O:2][CH3:1])=[CH:9][CH:10]=2)[C@@H:19]([O:20][CH2:21][C:22]2[CH:23]=[CH:24][C:25]3[O:30][CH2:29][CH2:28][N:27]([CH2:31][CH2:32][CH2:33][O:34][CH3:35])[C:26]=3[CH:36]=2)[CH2:18][N:17]1[S:37]([C:40]1[CH:45]=[CH:44][C:43]([CH3:46])=[CH:42][CH:41]=1)(=[O:38])=[O:39] |f:2.3|. The solvent is CO (MeOH). The reactants are O.[OH-].[Li+] (Lithium hydroxide monohydrate), COC(=O)C1=CC=C(C=C1)C1=C(C=C(C(=C1)N(C)C)O[C@@H](CCCCCC)C)[N+](=O)[O-] ((R)-Methyl-2'-(nitro)-4'-(1-methylheptyloxy)-5'-(N,N-dimethylamino)-4-biphenylcarboxylate), C1CCOC1 (THF), Cl (HCl). Run in CO (methanol), O (water). The product is [N+](=O)([O-])C1=C(C=C(C(=C1)O[C@@H](CCCCCC)C)N(C)C)C1=CC=C(C=C1)C(=O)O ((R)-2'-(Nitro)-4'-(1-Methylheptyloxy)-5'-(N,N-dimethylamino)-4-biphenylcarboxylic acid). The yield is 103.1%. As a reaction SMILES: O.[OH-].[Li+].C[O:5][C:6]([C:8]1[CH:13]=[CH:12][C:11]([C:14]2[CH:19]=[C:18]([N:20]([CH3:22])[CH3:21])[C:17]([O:23][C@H:24]([CH3:31])[CH2:25][CH2:26][CH2:27][CH2:28][CH2:29][CH3:30])=[CH:16][C:15]=2[N+:32]([O-:34])=[O:33])=[CH:10][CH:9]=1)=[O:7].C1COCC1.Cl>CO.O>[N+:32]([C:15]1[CH:16]=[C:17]([O:23][C@H:24]([CH3:31])[CH2:25][CH2:26][CH2:27][CH2:28][CH2:29][CH3:30])[C:18]([N:20]([CH3:21])[CH3:22])=[CH:19][C:14]=1[C:11]1[CH:12]=[CH:13][C:8]([C:6]([OH:7])=[O:5])=[CH:9][CH:10]=1)([O-:34])=[O:33] |f:0.1.2|. Procedure: Lithium hydroxide monohydrate (96 mg, 2.28 mmol) was added to a stirred solution of compound 64 (49 mg, 0.11 mmol), THF (2 ml), water (3 ml), and methanol (10 ml). The reaction mixture was refluxed overnight and then was acidified with concentrated HCl. The reaction mixture was extracted twice with dichloromethane, the combined organic layers were washed with brine and dried over MgSO4. Evaporation of solvent yielded 47 mg (100%) of a yellow solid. The crude product was carried on without purifi...